Dataset: the Open Reaction Database (ORD), a public repository of structured organic reaction records. Task: describe an organic reaction: reactants, conditions, products, and yield Procedure: Into a 50-mL round-bottom flask, was placed a solution of methyl 3-(2-(4-methoxycyclohexyl)-4-methyl-1H-imidazol-5-yl)-4-methylbenzoate (compound 300.2, 150 mg, 0.44 mmol) in methanol (4 mL). A solution of NaOH (70 mg, 1.75 mmol) in water (2 mL) was added to the reaction. The reaction mixture was stirred for 3 h at 50° C., then concentrated under reduced pressure. The reaction mixture was diluted with 2 mL of water. The pH of the solution was adjusted to 1 with HCl (2 M) and concentrated under r... The product is COC1CCC(CC1)C=1NC(=C(N1)C)C=1C=C(C(=O)O)C=CC1C (3-(2-(4-Methoxycyclohexyl)-4-methyl-1H-imidazol-5-yl)-4-methylbenzoic acid). RXN SMILES: [CH3:1][O:2][CH:3]1[CH2:8][CH2:7][CH:6]([C:9]2[NH:10][C:11]([C:15]3[CH:16]=[C:17]([CH:22]=[CH:23][C:24]=3[CH3:25])[C:18]([O:20]C)=[O:19])=[C:12]([CH3:14])[N:13]=2)[CH2:5][CH2:4]1.[OH-].[Na+]>CO.O>[CH3:1][O:2][CH:3]1[CH2:8][CH2:7][CH:6]([C:9]2[NH:10][C:11]([C:15]3[CH:16]=[C:17]([CH:22]=[CH:23][C:24]=3[CH3:25])[C:18]([OH:20])=[O:19])=[C:12]([CH3:14])[N:13]=2)[CH2:5][CH2:4]1 |f:1.2|. Conditions: temperature 50 celsius, time 3 hour. The solvent is CO (methanol), O (water). The reactants are COC1CCC(CC1)C=1NC(=C(N1)C)C=1C=C(C(=O)OC)C=CC1C (methyl 3-(2-(4-methoxycyclohexyl)-4-methyl-1H-imidazol-5-yl)-4-methylbenzoate), COC1CCC(CC1)C=1NC(=C(N1)C)C=1C=C(C(=O)OC)C=CC1C (methyl 3-(2-(4-methoxycyclohexyl)-4-methyl-1H-imidazol-5-yl)-4-methylbenzoate), [OH-].[Na+] (NaOH). Reactants: CC(OCC)=O (EA), O\N=C(\C1=CC2=C(B(OC2(C)C)O)C=C1)/Cl ((Z)-N,1-dihydroxy-3,3-dimethyl-1,3-dihydrobenzo[c][1,2]oxaborole-5-carbimidoyl chloride), Cl (HCl), FC1=C(C=C(C=C1)C(=C)C(F)(F)F)C(F)(F)F (1-fluoro-2-(trifluoromethyl)-4-(3,3,3-trifluoroprop-1-en-2-yl)benzene), TEA. Run in CN(C)C=O (DMF). Run at time 8 hour. The product is FC1=C(C=C(C=C1)C1(CC(=NO1)C1=CC2=C(B(OC2(C)C)O)C=C1)C(F)(F)F)C(F)(F)F (5-(5-(4-fluoro-3-(trifluoromethyl)phenyl)-5-(trifluoromethyl)-4,5-dihydroisoxazol-3-yl)-3,3-dimethylbenzo[c][1,2]oxaborol-1(3H)-ol). The yield is 19.9%. RXN SMILES: [OH:1]/[N:2]=[C:3](\Cl)/[C:4]1[CH:15]=[CH:14][C:7]2[B:8]([OH:13])[O:9][C:10]([CH3:12])([CH3:11])[C:6]=2[CH:5]=1.[F:17][C:18]1[CH:23]=[CH:22][C:21]([C:24]([C:26]([F:29])([F:28])[F:27])=[CH2:25])=[CH:20][C:19]=1[C:30]([F:33])([F:32])[F:31].Cl.CC(=O)OCC>CN(C=O)C>[F:17][C:18]1[CH:23]=[CH:22][C:21]([C:24]2([C:26]([F:27])([F:28])[F:29])[O:1][N:2]=[C:3]([C:4]3[CH:15]=[CH:14][C:7]4[B:8]([OH:13])[O:9][C:10]([CH3:12])([CH3:11])[C:6]=4[CH:5]=3)[CH2:25]2)=[CH:20][C:19]=1[C:30]([F:31])([F:32])[F:33]. Procedure: To a solution of (Z)-N,1-dihydroxy-3,3-dimethyl-1,3-dihydrobenzo[c][1,2]oxaborole-5-carbimidoyl chloride (522 mg, 2.18 mmol) in DMF (5 mL) was successively added 1-fluoro-2-(trifluoromethyl)-4-(3,3,3-trifluoroprop-1-en-2-yl)benzene (563 mg, 2.18 mmol) and TEA (440 mg, 4.36 mmol) below −10° C. The mixture was stirred at rt overnight, poured into 1N HCl solution and extracted with EA (30 mL×3). The combined organic layers were washed with brine, dried over Na2SO4, filtered and concentrated under r... Reactants: C1(=CC=CC=C1)C(N1CC(NCC1)C)C1=CC=CC=C1 (1-diphenylmethyl-3-methylpiperazine), BrCCCCN1C(C=2C(C1=O)=CC=CC2)=O (N-(4-bromobutyl)phthalimide), C([O-])([O-])=O.[K+].[K+] (potassium carbonate), [I-].[Na+] (sodium iodide), C(C)C(=O)C (methyl ethyl ketone). Run at time 4 hour. Yields the product C1(=CC=CC=C1)C(N1CC(N(CC1)CCCCC12C(C(=O)NC1=O)C=CC=C2)C)C2=CC=CC=C2 (2-[4-(4-diphenylmethyl-2-methyl-1-piperazinyl)butyl]phthalimide). Reaction SMILES: [C:1]1([CH:7]([C:15]2[CH:20]=[CH:19][CH:18]=[CH:17][CH:16]=2)[N:8]2[CH2:13][CH2:12][NH:11][CH:10]([CH3:14])[CH2:9]2)[CH:6]=[CH:5][CH:4]=[CH:3][CH:2]=1.BrCCCC[N:26]1[C:30](=[O:31])[C:29]2=[CH:32][CH:33]=[CH:34][CH:35]=[C:28]2[C:27]1=[O:36].C(=O)([O-])[O-].[K+].[K+].[I-].[Na+].[CH2:45]([C:47]([CH3:49])=O)[CH3:46]>>[C:15]1([CH:7]([C:1]2[CH:2]=[CH:3][CH:4]=[CH:5][CH:6]=2)[N:8]2[CH2:13][CH2:12][N:11]([CH2:46][CH2:45][CH2:47][CH2:49][C:28]34[CH:35]=[CH:34][CH:33]=[CH:32][CH:29]3[C:30]([NH:26][C:27]4=[O:36])=[O:31])[CH:10]([CH3:14])[CH2:9]2)[CH:20]=[CH:19][CH:18]=[CH:17][CH:16]=1 |f:2.3.4,5.6|. Reported procedure: A mixture of 10.0 g of 1-diphenylmethyl-3-methylpiperazine [cf. Can. Pharm. J., 95 (8), 256 (1962)], 10.6 g of N-(4-bromobutyl)phthalimide, 6.2 g of potassium carbonate, 8.4 g of sodium iodide, and 100 ml of methyl ethyl ketone is refluxed with stirring for 4 hours. The reaction mixture is concentrated, and 100 ml of water is added. The aqueous mixture is extracted with three 100-ml portions of chloroform. The combined extracts are dried over magnesium sulfate and concentrated. The residue is ch... The reactants are CCCCCCCCC(=O)O, Cc1ccccc1, CC(CCO)c1ccc(-c2ccccc2)c(F)c1, O, Cc1ccc(S(=O)(=O)O)cc1. Yields the product CCCCCCCCC(=O)OCCC(C)c1ccc(-c2ccccc2)c(F)c1. As a reaction SMILES: [C:19]([CH2:20][CH2:21][CH2:22][CH2:23][CH2:24][CH2:25][CH2:26][CH3:27])(=[O:28])[OH:29].[CH3:41][c:42]1[cH:43][cH:44][cH:45][cH:46][cH:47]1.[F:1][c:2]1[c:3](-[c:13]2[cH:14][cH:15][cH:16][cH:17][cH:18]2)[cH:4][cH:5][c:6]([CH:8]([CH2:9][CH2:10][OH:11])[CH3:12])[cH:7]1.[OH2:48].[c:30]1([CH3:31])[cH:32][cH:33][c:34]([S:35]([OH:36])(=[O:37])=[O:38])[cH:39][cH:40]1>>[F:1][c:2]1[c:3](-[c:13]2[cH:14][cH:15][cH:16][cH:17][cH:18]2)[cH:4][cH:5][c:6]([CH:8]([CH2:9][CH2:10][O:11][C:19]([CH2:20][CH2:21][CH2:22][CH2:23][CH2:24][CH2:25][CH2:26][CH3:27])=[O:28])[CH3:12])[cH:7]1. The reactants are Cc1ccc(S(=O)(=O)OCC(O)CCCCCCC(C)OCc2ccccc2)cc1, C[Mg+], CCOCC, CCCCCC, CCOC(C)=O, [Cl-], [Cl-], [NH4+], C1CCOC1. Product: CCC(O)CCCCCCC(C)OCc1ccccc1. RXN SMILES: [CH2:4]([c:5]1[cH:6][cH:7][cH:8][cH:9][cH:10]1)[O:11][CH:12]([CH2:13][CH2:14][CH2:15][CH2:16][CH2:17][CH2:18][CH:19]([CH2:20][O:21][S:22]([c:23]1[cH:24][cH:25][c:26]([CH3:27])[cH:28][cH:29]1)(=[O:30])=[O:31])[OH:32])[CH3:33].[CH3:2][Mg+:3].[CH3:36][CH2:37][O:38][CH2:39][CH3:40].[CH3:46][CH2:47][CH2:48][CH2:49][CH2:50][CH3:51].[CH3:52][CH2:53][O:54][C:55](=[O:56])[CH3:57].[Cl-:1].[Cl-:34].[NH4+:35].[O:41]1[CH2:42][CH2:43][CH2:44][CH2:45]1>>[CH2:4]([c:5]1[cH:6][cH:7][cH:8][cH:9][cH:10]1)[O:11][CH:12]([CH2:13][CH2:14][CH2:15][CH2:16][CH2:17][CH2:18][CH:19]([CH2:20][CH3:36])[OH:32])[CH3:33]. Reactants: ClC1=NC=CC(=N1)Cl (2,4-dichloropyrimidine), C1(=CC=CC=C1)[C@H](C)N ((S)-1-phenylethylamine). The solvent is C1CCOC1 (THF). The product is C1(=CC=CC=C1)[C@H](C)NC1=NC=CC(=N1)Cl (2-[(S)-1-Phenylethylamino]-4-chloropyrimidine). RXN SMILES: Cl[C:2]1[N:7]=[C:6]([Cl:8])[CH:5]=[CH:4][N:3]=1.[C:9]1([C@@H:15]([NH2:17])[CH3:16])[CH:14]=[CH:13][CH:12]=[CH:11][CH:10]=1>C1COCC1>[C:9]1([C@@H:15]([NH:17][C:2]2[N:7]=[C:6]([Cl:8])[CH:5]=[CH:4][N:3]=2)[CH3:16])[CH:14]=[CH:13][CH:12]=[CH:11][CH:10]=1. Procedure: To a stirred solution of 2,4-dichloropyrimidine (500 mg, 3.38 mmol, 1 eq) in THF (15 mL) was added (S)-1-phenylethylamine. After 48 h the precipitate was filtered off and washed with THF. The THF was removed under reduced pressure and the material was purified by silica gel chromatography (eluted with 4:1 hexanes/acetone) to give 167 mg of the desired product. [Note: 2-[(S)-1-phenylethylamino]-4-chloropyrimidine is the faster but minor regioisomer. The major, slower product is 2-chloro-4-[(S)-1-...